Dataset: the Open Reaction Database (ORD), a public repository of structured organic reaction records. Task: describe an organic reaction: reactants, conditions, products, and yield The reactants are Cl (hydrogen chloride), Cl.N1=CC=C(C=C1)NC(NC1=CC=C(C=C1)C1=NC(=C2C(=N1)N(N=C2)CC(F)(F)F)N2CC1CN(CC(C2)O1)C(=O)OC(C)(C)C)=O (Tert-butyl 7-(6-(4-(3-pyridin-4-ylureido)phenyl)-1-(2,2,2-trifluoroethyl)-1H-pyrazolo[3,4-d]pyrimidin-4-yl)-9-oxa-3,7-diazabicyclo[3.3.1]nonane-3-carboxylate.hydrochloride). The solvent is O1CCOCC1 (dioxane), ClCCl (dichloromethane), CO (methanol). Product: C12CN(CC(CNC1)O2)C2=C1C(=NC(=N2)C2=CC=C(C=C2)NC(=O)NC2=CC=NC=C2)N(N=C1)CC(F)(F)F (1-{4-[4-(9-oxa-3,7-diazabicyclo[3.3.1]non-3-yl)-1-(2,2,2-trifluoroethyl)-1H-pyrazolo[3,4-d]pyrimidin-6-yl]phenyl}-3-pyridin-4-ylurea). As a reaction SMILES: Cl.[N:2]1[CH:7]=[CH:6][C:5]([NH:8][C:9](=[O:47])[NH:10][C:11]2[CH:16]=[CH:15][C:14]([C:17]3[N:22]=[C:21]4[N:23]([CH2:26][C:27]([F:30])([F:29])[F:28])[N:24]=[CH:25][C:20]4=[C:19]([N:31]4[CH2:38][CH:37]5[O:39][CH:33]([CH2:34][N:35](C(OC(C)(C)C)=O)[CH2:36]5)[CH2:32]4)[N:18]=3)=[CH:13][CH:12]=2)=[CH:4][CH:3]=1.Cl>ClCCl.CO.O1CCOCC1>[CH:33]12[O:39][CH:37]([CH2:36][NH:35][CH2:34]1)[CH2:38][N:31]([C:19]1[N:18]=[C:17]([C:14]3[CH:13]=[CH:12][C:11]([NH:10][C:9]([NH:8][C:5]4[CH:4]=[CH:3][N:2]=[CH:7][CH:6]=4)=[O:47])=[CH:16][CH:15]=3)[N:22]=[C:21]3[N:23]([CH2:26][C:27]([F:29])([F:30])[F:28])[N:24]=[CH:25][C:20]=13)[CH2:32]2 |f:0.1|. Procedure details: Tert-butyl 7-(6-(4-(3-pyridin-4-ylureido)phenyl)-1-(2,2,2-trifluoroethyl)-1H-pyrazolo[3,4-d]pyrimidin-4-yl)-9-oxa-3,7-diazabicyclo[3.3.1]nonane-3-carboxylate.hydrochloride (256 mg, 0.38 mmol) was dissolved in dichloromethane (20 mL) with the aid of a minimum volume of methanol. The solution was treated with 4 N hydrogen chloride in dioxane (2 mL), which caused the precipitation of a white solid within 10 minutes. The solid was collected by Buchner filtration, washed with methanol, and dried unde... Starting materials: ClC=1C(=NC=C(C1)O)C#N (3-chloro-5-hydroxy-pyridine-2-carbonitrile), C(=O)([O-])[O-].[Cs+].[Cs+] (Cs2CO3), FCOS(=O)(=O)C1=CC=C(C=C1)C (toluene-4-sulfonic acid fluoromethyl ester). The solvent is CN(C)C=O (DMF). Run at temperature 80 celsius. Product: ClC=1C(=NC=C(C1)OCF)C#N (3-Chloro-5-fluoromethoxy-pyridine-2-carbonitrile). As a reaction SMILES: [Cl:1][C:2]1[C:3]([C:9]#[N:10])=[N:4][CH:5]=[C:6]([OH:8])[CH:7]=1.C([O-])([O-])=O.[Cs+].[Cs+].[F:17][CH2:18]OS(C1C=CC(C)=CC=1)(=O)=O>CN(C=O)C>[Cl:1][C:2]1[C:3]([C:9]#[N:10])=[N:4][CH:5]=[C:6]([O:8][CH2:18][F:17])[CH:7]=1 |f:1.2.3|. Reported procedure: To a solution of 3-chloro-5-hydroxy-pyridine-2-carbonitrile (315 mg, 2.03 mmol) in DMF (16 ml) was added Cs2CO3 (1.652 g, 5.07 mmol) and toluene-4-sulfonic acid fluoromethyl ester (CAS registry 114435-86-8) (621 mg, 3.04 mmol) and the reaction mixture was heated at 80° C. for 24 h. The solvent was removed under reduced pressure and the residue taken up in TBME, washed with water and brine, dried over MgSO4, filtered and concentrated. The title compound was obtained as a yellow oil after chromato...